From a dataset of the Open Reaction Database (ORD), a public repository of structured organic reaction records. describe an organic reaction: reactants, conditions, products, and yield Reactants: COC=1C(C(=C(C(C1OC)=O)CC1=CC=C(C=C1)CC(=O)O)C)=O (4-(5,6-dimethoxy-3-methyl-1,4-benzoquinon-2-ylmethyl)phenylacetic Acid), C(C)(C)N (isopropylamine). Yields the product COC=1C(C(=C(C(C1OC)=O)CC1=CC=C(C=C1)CC(=O)NC(C)C)C)=O (N-[4-(5,6-dimethoxy-3-methyl-1,4-benzoquinon-2-ylmethyl)phenylacetyl]isopropylamine). Yield: 22.2%. RXN SMILES: [CH3:1][O:2][C:3]1[C:4](=[O:24])[C:5]([CH3:23])=[C:6]([CH2:12][C:13]2[CH:18]=[CH:17][C:16]([CH2:19][C:20]([OH:22])=O)=[CH:15][CH:14]=2)[C:7](=[O:11])[C:8]=1[O:9][CH3:10].[CH:25]([NH2:28])([CH3:27])[CH3:26]>>[CH3:1][O:2][C:3]1[C:4](=[O:24])[C:5]([CH3:23])=[C:6]([CH2:12][C:13]2[CH:18]=[CH:17][C:16]([CH2:19][C:20]([NH:28][CH:25]([CH3:27])[CH3:26])=[O:22])=[CH:15][CH:14]=2)[C:7](=[O:11])[C:8]=1[O:9][CH3:10]. Procedure details: 4-(5,6-dimethoxy-3-methyl-1,4-benzoquinon-2-ylmethyl)phenylacetic acid (21 mg, 0.063 mmol) obtained in Example 52 and isopropylamine (0.008 ml, 0.095 mmol) were used, and a method similar to that described in Example 46 was employed to obtain the title compound (5.1 mg, 0.014 mmol, yield 22%). The reactants are O=C([O-])[O-], CC1CN(C(=O)OC(C)(C)C)CCN1, CC(=O)[O-], CC(=O)[O-], COc1ccc(CN(Cc2ccc(OC)cc2)c2nc(C)nc(-c3cc(Cl)cnc3F)n2)cc1, [Cs+], [Cs+], [Pd+2]. The product is COc1ccc(CN(Cc2ccc(OC)cc2)c2nc(C)nc(-c3cc(CN4CCN(C(=O)OC(C)(C)C)CC4C)cnc3F)n2)cc1. RXN SMILES: [C:35](=[O:36])([O-:37])[O-:38].[C:41](=[O:42])([O:43][C:44]([CH3:45])([CH3:46])[CH3:47])[N:48]1[CH2:49][CH:50]([CH3:54])[NH:51][CH2:52][CH2:53]1.[C:55]([O-:56])(=[O:57])[CH3:58].[C:60]([O-:61])(=[O:62])[CH3:63].[Cl:1][c:2]1[cH:3][c:4](-[c:9]2[n:10][c:11]([N:16]([CH2:17][c:18]3[cH:19][cH:20][c:21]([O:24][CH3:25])[cH:22][cH:23]3)[CH2:26][c:27]3[cH:28][cH:29][c:30]([O:33][CH3:34])[cH:31][cH:32]3)[n:12][c:13]([CH3:15])[n:14]2)[c:5]([F:8])[n:6][cH:7]1.[Cs+:39].[Cs+:40].[Pd+2:59]>>[c:2]1([CH2:35][N:51]2[CH:50]([CH3:54])[CH2:49][N:48]([C:41](=[O:42])[O:43][C:44]([CH3:45])([CH3:46])[CH3:47])[CH2:53][CH2:52]2)[cH:3][c:4](-[c:9]2[n:10][c:11]([N:16]([CH2:17][c:18]3[cH:19][cH:20][c:21]([O:24][CH3:25])[cH:22][cH:23]3)[CH2:26][c:27]3[cH:28][cH:29][c:30]([O:33][CH3:34])[cH:31][cH:32]3)[n:12][c:13]([CH3:15])[n:14]2)[c:5]([F:8])[n:6][cH:7]1. Reactants: C[C@H]1O[C@@H](CN(C1)C1=C(C2=C(C(=NO2)C2=NC=NN2C)C=C1C=O)F)C (6-((2R,6R)-2,6-dimethylmorpholino)-7-fluoro-3-(1-methyl-1H-1,2,4-triazol-5-yl)benzo[d]isoxazole-5-carbaldehyde), C[C@H]1O[C@@H](CN(C1)C1=C(C2=C(C(=NO2)C2=NC=NN2C)C=C1C=O)F)C (6-((2R,6R)-2,6-dimethylmorpholino)-7-fluoro-3-(1-methyl-1H-1,2,4-triazol-5-yl)benzo[d]isoxazole-5-carbaldehyde), N1C(NC(CC1=O)=O)=O (pyrimidine-2,4,6(1H,3H,5H)-trione). Solvent: CO (methanol). Reaction conditions: temperature 150 celsius. Yields the product FC=1C2=C(C=C3CC4(C(NC(NC4=O)=O)=O)[C@@H]4N(C13)C[C@H](O[C@H]4C)C)C(=NO2)C2=NC=NN2C ((2R,4S,4aS)-11-fluoro-2,4-dimethyl-8-(1-methyl-1H-1,2,4-triazol-5-yl)-2,4,4a,6-tetrahydro-1H,1′H-spiro[isoxazolo[4,5-g][1,4]oxazino[4,3-a]quinoline-5,5′-pyrimidine]-2′,4′,6′(3H)-trione). As a reaction SMILES: [CH3:1][C@@H:2]1[CH2:7][N:6]([C:8]2[C:22]([CH:23]=O)=[CH:21][C:11]3[C:12]([C:15]4[N:19]([CH3:20])[N:18]=[CH:17][N:16]=4)=[N:13][O:14][C:10]=3[C:9]=2[F:25])[CH2:5][C@@H:4]([CH3:26])[O:3]1.[NH:27]1[C:32](=[O:33])[CH2:31][C:30](=[O:34])[NH:29][C:28]1=[O:35]>CO>[F:25][C:9]1[C:10]2[O:14][N:13]=[C:12]([C:15]3[N:19]([CH3:20])[N:18]=[CH:17][N:16]=3)[C:11]=2[CH:21]=[C:22]2[C:8]=1[N:6]1[CH2:5][C@@H:4]([CH3:26])[O:3][C@@H:2]([CH3:1])[C@@H:7]1[C:31]1([C:30](=[O:34])[NH:29][C:28](=[O:35])[NH:27][C:32]1=[O:33])[CH2:23]2. Procedure details: A mixture of 6-((2R,6R)-2,6-dimethylmorpholino)-7-fluoro-3-(1-methyl-1H-1,2,4-triazol-5-yl)benzo[d]isoxazole-5-carbaldehyde (Intermediate 537, 124 mg, 0.35 mmol) and pyrimidine-2,4,6(1H,3H,5H)-trione (44.2 mg, 0.35 mmol) in methanol (3 ml) was heated at 150° C. for 1 hour in a microwave reactor. Solvent was removed and the residue was purified by reverse phase HPLC (CH3CN/water gradient with 0.1% TFA). The solid was taken up in 9:1 CH2Cl2— MeOH and washed with NaHCO3 and brine. The aqueous layer... The reactants are O=[N+]([O-])c1ccc(N2CCN(Cc3ccccc3)CC2)cc1, C1CCOC1, O=S(=O)(CCl)c1ccccc1. Product: O=[N+]([O-])c1ccc(N2CCN(Cc3ccccc3)CC2)cc1CS(=O)(=O)c1ccccc1. As a reaction SMILES: [CH2:1]([c:2]1[cH:3][cH:4][cH:5][cH:6][cH:7]1)[N:8]1[CH2:9][CH2:10][N:11]([c:14]2[cH:15][cH:16][c:17]([N+:20](=[O:21])[O-:22])[cH:18][cH:19]2)[CH2:12][CH2:13]1.[CH2:34]1[O:35][CH2:36][CH2:37][CH2:38]1.[Cl:23][CH2:24][S:25](=[O:26])(=[O:27])[c:28]1[cH:29][cH:30][cH:31][cH:32][cH:33]1>>[CH2:1]([c:2]1[cH:3][cH:4][cH:5][cH:6][cH:7]1)[N:8]1[CH2:9][CH2:10][N:11]([c:14]2[cH:15][cH:16][c:17]([N+:20](=[O:21])[O-:22])[c:18]([CH2:24][S:25](=[O:26])(=[O:27])[c:28]3[cH:29][cH:30][cH:31][cH:32][cH:33]3)[cH:19]2)[CH2:12][CH2:13]1. Reactants: C(Cl)Cl.CCOCC (CH2Cl2 ether), C(C)(=O)N[C@@H](CSC(C1=CC=CC=C1)(C1=CC=CC=C1)C1=CC=CC=C1)C(=O)O (N-acetyl-S-trityl-L-cysteine), Cl.C(C(C)C)(=O)SCCN (S-isobutyrylcysteamine hydrochloride), Cl.C(C1=CC=CC=C1)(=O)SCCN (S-benzoylcysteamine hydrochloride), Cl.C(C)(=O)SCCN (S-acetylcysteamine hydrochloride). Product: C(C)(=O)N[C@@H](CSC(C(C)(C)C)=O)C(=O)NCCSC(C)=O (N-(N-Acetyl-S-pivaloyl-L-cysteinyl)-S-acetylcyste-amine). Isolated yield 80.0%. Reaction SMILES: [C:1](N[C@H](C(O)=O)CSC(C1C=CC=CC=1)(C1C=CC=CC=1)C1C=CC=CC=1)(=[O:3])[CH3:2].Cl.[C:31]([S:36][CH2:37][CH2:38][NH2:39])(=[O:35])[CH:32]([CH3:34])[CH3:33].Cl.[C:41]([S:44][CH2:45][CH2:46][NH2:47])(=[O:43])[CH3:42].Cl.[C:49](SCCN)(=[O:56])C1C=CC=CC=1.[CH2:61](Cl)Cl.CCOCC>>[C:1]([NH:39][C@H:38]([C:49]([NH:47][CH2:46][CH2:45][S:44][C:41](=[O:43])[CH3:42])=[O:56])[CH2:37][S:36][C:31](=[O:35])[C:32]([CH3:61])([CH3:34])[CH3:33])(=[O:3])[CH3:2] |f:1.2,3.4,5.6,7.8|. Procedure details: The coupling reaction of 7 (4.5 mmol) with S-isobutyrylcysteamine hydrochloride [(compound obtained according to the same methods as those described by T. Wieland and E. Bokelman, Ann. Chem., 1952, 576; 20-34; during the syntheses of S-acetylcysteamine hydrochloride and S-benzoylcysteamine hydrochloride) M.p.=147-148° C.] is carried out according to method B described in the first synthetic route (example 1). After the various treatments, the expected compound is isolated by flash chromatography... Reactants: CO, Fc1ccc2[nH]cc(C=Cc3cccnc3)c2c1. The product is Fc1ccc2[nH]cc(CCc3cccnc3)c2c1. As a reaction SMILES: [CH3:19][OH:20].[F:1][c:2]1[cH:3][c:4]2[c:5]([CH:11]=[CH:12][c:13]3[cH:14][n:15][cH:16][cH:17][cH:18]3)[cH:6][nH:7][c:8]2[cH:9][cH:10]1>>[F:1][c:2]1[cH:3][c:4]2[c:5]([CH2:11][CH2:12][c:13]3[cH:14][n:15][cH:16][cH:17][cH:18]3)[cH:6][nH:7][c:8]2[cH:9][cH:10]1. Reactants: O=C(O)Cc1cc(F)cc(F)c1, Nc1ccc2c(c1)OCCO2. Reagents/catalysts: CN(C)[P+](N(C)C)(N(C)C)ON1C2=CC=CC=C2N=N1.F[P-](F)(F)(F)(F)F (BOP), CCN(C(C)C)C(C)C (DIPEA). The solvent is CN(C)C=O (DMF), CN(C)C=O (DMF), CN(C)C=O (DMF), CN(C)C=O (DMF), CN(C)C=O (DMF), CN(C)C=O (DMF). Run at temperature 25 celsius, time 2 hour. Yields the product O=C(Cc1cc(F)cc(F)c1)Nc1ccc2c(c1)OCCO2. Yield: 18.6%. Reaction SMILES: Nc1ccc2c(c1)OCCO2.O=C(O)Cc1cc(F)cc(F)c1.CN(C)[P+](N(C)C)(N(C)C)ON1C2=CC=CC=C2N=N1.F[P-](F)(F)(F)(F)F.CCN(C(C)C)C(C)C.CN(C)C=O>>O=C(Cc1cc(F)cc(F)c1)Nc1ccc2c(c1)OCCO2.